This data is from the Open Reaction Database (ORD), a public repository of structured organic reaction records. The task is: describe an organic reaction: reactants, conditions, products, and yield Product: C1(=CC=CC=C1)C=1OC(=C(N1)CC(=O)OCC)C=1SC=CC1 (ethyl 2-[2-phenyl-5-(2-thienyl)-4-oxazolyl]acetate). RXN SMILES: [C:1]([NH:9][CH:10]([C:17]([C:19]1[S:20][CH:21]=[CH:22][CH:23]=1)=[O:18])[CH2:11][C:12]([O:14][CH2:15][CH3:16])=[O:13])(=O)[C:2]1[CH:7]=[CH:6][CH:5]=[CH:4][CH:3]=1.P(Cl)(Cl)(Cl)=O>CN(C)C=O>[C:2]1([C:1]2[O:18][C:17]([C:19]3[S:20][CH:21]=[CH:22][CH:23]=3)=[C:10]([CH2:11][C:12]([O:14][CH2:15][CH3:16])=[O:13])[N:9]=2)[CH:7]=[CH:6][CH:5]=[CH:4][CH:3]=1. Starting materials: C(C1=CC=CC=C1)(=O)NC(CC(=O)OCC)C(=O)C=1SC=CC1 (ethyl 3-benzoylamino-3-(2-thienylcarbonyl)propionate), P(=O)(Cl)(Cl)Cl (phosphorus oxychloride). Reported procedure: 1.5 g of ethyl 3-benzoylamino-3-(2-thienylcarbonyl)propionate, 10 ml of dimethylformamide and 0.5 g of phosphorus oxychloride are treated in the same manner as described in Example 1. 1.1 g of ethyl 2-[2-phenyl-5-(2-thienyl)-4-oxazolyl]acetate are thereby obtained. The yield is 77.5%. Solvent: CN(C=O)C (dimethylformamide). Reactants: C[O-].[Na+] (sodium methylate), C[Si](N1C(CCCCC1)=O)(C)C (N-trimethylsilylcaprolactam), CS(=O)(=O)OC (methyl methanesulfonate). Run in COCCOC (1,2-dimethoxyethane). Run at time 30 minute. The product is CN1C(CCCCC1)=O (N-methylcaprolactam). RXN SMILES: C[O-].[Na+].C[Si](C)(C)[N:6]1[CH2:12][CH2:11][CH2:10][CH2:9][CH2:8][C:7]1=[O:13].[CH3:16]S(OC)(=O)=O>COCCOC>[CH3:16][N:6]1[CH2:12][CH2:11][CH2:10][CH2:9][CH2:8][C:7]1=[O:13] |f:0.1|. Procedure details: 5.4 g (0.1 mol) of sodium methylate and 18.5 g (0.1 mol) of N-trimethylsilylcaprolactam are introduced successively into 150 ml of 1,2-dimethoxyethane, and the mixture is stirred at room temperature for 30 minutes. Then 11 g (0.1 mol) of methyl methanesulfonate are added dropwise. After the reaction mixture has been stirred at 50° C. for a further one hour, it is cooled, the sodium mesylate is removed by filtration with suction, and the filtrate is evaporated. The oily residue is distilled in va... Reactants: N1C(=CC2=CC=CC=C12)C=1N=C(N2C1C(=NC=C2)N)SC (1-(1H-indol-2-yl)-3-(methylthio)imidazo[1,5-a]pyrazin-8-amine), Br (hydrogen bromide). Run in CC(=O)O (AcOH). Conditions: temperature 120 celsius. Product: Br.NC=1C=2N(C=CN1)C(NC2C=2NC1=CC=CC=C1C2)=S (8-amino-1-(1H-indol-2-yl)imidazo[1,5-a]pyrazine-3(2H)-thione hydrobromide). Reaction SMILES: [NH:1]1[C:9]2[C:4](=[CH:5][CH:6]=[CH:7][CH:8]=2)[CH:3]=[C:2]1[C:10]1[N:11]=[C:12]([S:20]C)[N:13]2[CH:18]=[CH:17][N:16]=[C:15]([NH2:19])[C:14]=12.[BrH:22]>CC(O)=O>[BrH:22].[NH2:19][C:15]1[C:14]2[N:13]([C:12](=[S:20])[NH:11][C:10]=2[C:2]2[NH:1][C:9]3[C:4]([CH:3]=2)=[CH:5][CH:6]=[CH:7][CH:8]=3)[CH:18]=[CH:17][N:16]=1 |f:3.4|. Procedure: A solution of 1-(1H-indol-2-yl)-3-(methylthio)imidazo[1,5-a]pyrazin-8-amine (250 mg, 0.85 mmol) in AcOH (10 mL) was treated with 48% hydrogen bromide (0.6 mL) and the mixture heated 120° C. for 24 h. The reaction mixture was then cooled and the suspended solid isolated by filtration and washed with hexane to afford 240 mg of 8-amino-1-(1H-indol-2-yl)imidazo[1,5-a]pyrazine-3(2H)-thione hydrobromide. 1H NMR (400 MHz, MeOD) δ ppm 6.89 (d, J=6.06 Hz, 1H), 7.03 (s, 1H), 7.17 (tt, J=7.07, 0.76 Hz, 1H)... The reactants are CC(=O)O[BH-](OC(C)=O)OC(C)=O, CCOC(=O)COc1c(C(=O)OC)sc2c1sc1cc([NH3+])ccc12, CC(=O)O, ClCCl, O=C([O-])C(F)(F)F, [Na+], O=C1CCOCC1. The product is CCOC(=O)COc1c(C(=O)OC)sc2c1sc1cc(NC3CCOCC3)ccc12. RXN SMILES: [C:1]([O:2][BH-:3]([O:4][C:5](=[O:6])[CH3:7])[O:8][C:9](=[O:10])[CH3:11])(=[O:12])[CH3:13].[CH2:22]([CH3:23])[O:24][C:25](=[O:26])[CH2:27][O:28][c:29]1[c:30]([C:42](=[O:43])[O:44][CH3:45])[s:31][c:32]2[c:33]1[s:34][c:35]1[cH:36][c:37]([NH3+:41])[cH:38][cH:39][c:40]21.[CH3:53][C:54](=[O:55])[OH:56].[Cl:57][CH2:58][Cl:59].[F:15][C:16]([F:17])([F:18])[C:19]([O-:20])=[O:21].[Na+:14].[O:46]1[CH2:47][CH2:48][C:49](=[O:52])[CH2:50][CH2:51]1>>[CH2:22]([CH3:23])[O:24][C:25](=[O:26])[CH2:27][O:28][c:29]1[c:30]([C:42](=[O:43])[O:44][CH3:45])[s:31][c:32]2[c:33]1[s:34][c:35]1[cH:36][c:37]([NH:41][CH:49]3[CH2:48][CH2:47][O:46][CH2:51][CH2:50]3)[cH:38][cH:39][c:40]21. Starting materials: Brc1ccc2cn[nH]c2c1, CI, CO, CCOCC, [K+], [OH-]. The product is Cn1ncc2ccc(Br)cc21. RXN SMILES: [Br:1][c:2]1[cH:3][cH:4][c:5]2[cH:6][n:7][nH:8][c:9]2[cH:10]1.[CH3:13][I:14].[CH3:15][OH:16].[CH3:17][CH2:18][O:19][CH2:20][CH3:21].[K+:12].[OH-:11]>>[Br:1][c:2]1[cH:3][cH:4][c:5]2[cH:6][n:7][n:8]([CH3:13])[c:9]2[cH:10]1. Reactants: O=C(C=C(CC1=C(C=C(C(=C1)F)F)F)N)N1CC=2N(CC1)C(=NN2)C(F)(F)F (4-oxo-4-[3-(trifluoromethyl)-5,6-dihydro[1,2,4]triazolo[4,3-a]pyrazin-7(8H)-yl]-1-(2,4,5-trifluorophenyl)but-2-en-2-amine), [BH4-].[Na+] (NaBH4), N (ammonia), B(F)(F)F.CCOCC (boron trifluoride etherate). Solvent: CC(C)O (IPA), C1CCOC1 (THF), O (water), C1CCOC1 (THF). Conditions: temperature -12.5 celsius, time 2.5 hour. The product is O=C(CC(CC1=C(C=C(C(=C1)F)F)F)N)N1CC=2N(CC1)C(=NN2)C(F)(F)F (4-oxo-4-[3-(trifluoromethyl)-5,6-dihydro[1,2,4]triazolo[4,3-a]pyrazin-7(8H)-yl]-1-(2,4,5-trifluorophenyl)butan-2-amine). Reaction SMILES: [BH4-].[Na+].B(F)(F)F.CCOCC.[O:12]=[C:13]([N:27]1[CH2:32][CH2:31][N:30]2[C:33]([C:36]([F:39])([F:38])[F:37])=[N:34][N:35]=[C:29]2[CH2:28]1)[CH:14]=[C:15]([NH2:26])[CH2:16][C:17]1[CH:22]=[C:21]([F:23])[C:20]([F:24])=[CH:19][C:18]=1[F:25].N>O.CC(O)C.C1COCC1>[O:12]=[C:13]([N:27]1[CH2:32][CH2:31][N:30]2[C:33]([C:36]([F:39])([F:38])[F:37])=[N:34][N:35]=[C:29]2[CH2:28]1)[CH2:14][CH:15]([NH2:26])[CH2:16][C:17]1[CH:22]=[C:21]([F:23])[C:20]([F:24])=[CH:19][C:18]=1[F:25] |f:0.1,2.3|. Procedure: In a 100 mL round bottom flask dry THF (50 mL) was taken. It was cooled to −15 to −10° C. and NaBH4 (1.1 g) was added. After that boron trifluoride etherate (10.9 g) was added dropwise at −15 to −5° C. over a period of 30 min. 4-oxo-4-[3-(trifluoromethyl)-5,6-dihydro[1,2,4]triazolo[4,3-a]pyrazin-7(8H)-yl]-1-(2,4,5-trifluorophenyl)but-2-en-2-amine (5.0 g) was mixed in a solvent mixture of dry THF (12.5 mL) and IPA (5.5 mL) and added into the reaction mixture over a period of 45-60 min. at −10 to ... The reactants are COC1CCC=CC=CCCOC(=O)C2CCCN(N2)C(=O)C(Cc2cccc(O[Si](C)(C)C(C)(C)C)c2)NC(=O)C(C(C)C)NC(=O)C1C, O=C([O-])O, CCCC[N+](CCCC)(CCCC)CCCC, [F-], [Na+], C1CCOC1. The product is COC1CCC=CC=CCCOC(=O)C2CCCN(N2)C(=O)C(Cc2cccc(O)c2)NC(=O)C(C(C)C)NC(=O)C1C. RXN SMILES: [C:1]([Si:2]([CH3:3])([CH3:4])[O:6][c:7]1[cH:8][c:9]([CH2:10][CH:11]2[C:12](=[O:45])[N:13]3[CH2:14][CH2:15][CH2:16][CH:17]([C:18](=[O:43])[O:19][CH2:20][CH2:21][CH:22]=[CH:23][CH:24]=[CH:25][CH2:26][CH2:27][CH:28]([O:41][CH3:42])[CH:29]([CH3:40])[C:30](=[O:39])[NH:31][CH:32]([CH:36]([CH3:37])[CH3:38])[C:33](=[O:35])[NH:34]2)[NH:44]3)[cH:46][cH:47][cH:48]1)([CH3:5])([CH3:49])[CH3:50].[C:69](=[O:70])([OH:71])[O-:72].[CH3:52][CH2:53][CH2:54][CH2:55][N+:56]([CH2:57][CH2:58][CH2:59][CH3:60])([CH2:61][CH2:62][CH2:63][CH3:64])[CH2:65][CH2:66][CH2:67][CH3:68].[F-:51].[Na+:73].[O:74]1[CH2:75][CH2:76][CH2:77][CH2:78]1>>[OH:6][c:7]1[cH:8][c:9]([CH2:10][CH:11]2[C:12](=[O:45])[N:13]3[CH2:14][CH2:15][CH2:16][CH:17]([C:18](=[O:43])[O:19][CH2:20][CH2:21][CH:22]=[CH:23][CH:24]=[CH:25][CH2:26][CH2:27][CH:28]([O:41][CH3:42])[CH:29]([CH3:40])[C:30](=[O:39])[NH:31][CH:32]([CH:36]([CH3:37])[CH3:38])[C:33](=[O:35])[NH:34]2)[NH:44]3)[cH:46][cH:47][cH:48]1.